Task: describe an organic reaction: reactants, conditions, products, and yield. Dataset: the Open Reaction Database (ORD), a public repository of structured organic reaction records Starting materials: C1(=CC=CC=C1)C(C1=CC=CC=C1)(C1=CC=CC=C1)N[C@H]1[C@@H](CCC1)OCC1=CC=C(C=C1)C=1OC2=C(N1)C=CC=C2 (trans-2-triphenylmethylamino-[4-(benzoxazol-2-yl)benzyloxy]-cyclopentane), Cl (HCl). Solvent: C(C)O (ethanol), C(Cl)Cl (CH2Cl2). Run at time 8 hour. Product: Cl.N[C@H]1[C@@H](CCC1)OCC1=CC=C(C=C1)C=1OC2=C(N1)C=CC=C2 (trans-2-amino-[4-(benzoxazol-2-yl)benzyloxy]cyclopentane hydrochloride). Reaction SMILES: C1(C([NH:20][C@@H:21]2[CH2:25][CH2:24][CH2:23][C@H:22]2[O:26][CH2:27][C:28]2[CH:33]=[CH:32][C:31]([C:34]3[O:35][C:36]4[CH:42]=[CH:41][CH:40]=[CH:39][C:37]=4[N:38]=3)=[CH:30][CH:29]=2)(C2C=CC=CC=2)C2C=CC=CC=2)C=CC=CC=1.[ClH:43]>C(O)C.C(Cl)Cl>[ClH:43].[NH2:20][C@@H:21]1[CH2:25][CH2:24][CH2:23][C@H:22]1[O:26][CH2:27][C:28]1[CH:29]=[CH:30][C:31]([C:34]2[O:35][C:36]3[CH:42]=[CH:41][CH:40]=[CH:39][C:37]=3[N:38]=2)=[CH:32][CH:33]=1 |f:4.5|. Procedure: To a mixture of trans-2-triphenylmethylamino-[4-(benzoxazol-2-yl)benzyloxy]-cyclopentane (3.67 g; 6.67 mmol)in ethanol (100 ml) and CH2Cl2 (20 ml) is added ethanolic HCl until pH≈2. This is stirred overnight, concentrated in vacuo, washed with CH2Cl2, dried under vacuum and flash chromatographed using 3:1; CH2Cl2:EtOH. The product is rechromatographed using 3:1; CH2Cl2 :EtOH to obtain trans-2-amino-[4-(benzoxazol-2-yl)benzyloxy]cyclopentane hydrochloride (m.p. >200° C.). The reactants are COCOC1CC2=CC=C3C4CCC(C(C)C(=O)OC)C4(C)CCC3C2(C)C(OCOC)C1, COC(=O)OC1CC2=CC=C3C4CCC(C(C)C(=O)OC)C4(C)CCC3C2(C)C(OC(=O)OC)C1. Yields the product COCOC1CC2=CC=C3C4CCC(C(C)CO)C4(C)CCC3C2(C)C(OCOC)C1. Reaction SMILES: [CH3:1][O:2][CH2:3][O:4][CH:5]1[CH2:6][CH:7]([O:30][CH2:31][O:32][CH3:33])[CH2:8][C:9]2=[CH:10][CH:11]=[C:12]3[CH:13]4[CH2:14][CH2:15][CH:16]([CH:17]([CH3:18])[C:19](=[O:20])[O:21][CH3:22])[C:23]4([CH3:29])[CH2:24][CH2:25][CH:26]3[C:27]12[CH3:28].[CH3:34][O:35][C:36]([O:37][CH:38]1[C:39]2([CH3:40])[C:41](=[CH:42][CH:43]=[C:44]3[CH:45]2[CH2:46][CH2:47][C:48]2([CH3:49])[CH:50]3[CH2:51][CH2:52][CH:53]2[CH:54]([C:55]([O:56][CH3:57])=[O:58])[CH3:59])[CH2:60][CH:61]([O:62][C:63]([O:64][CH3:65])=[O:66])[CH2:67]1)=[O:68]>>[CH3:1][O:2][CH2:3][O:4][CH:5]1[CH2:6][CH:7]([O:30][CH2:31][O:32][CH3:33])[CH2:8][C:9]2=[CH:10][CH:11]=[C:12]3[CH:13]4[CH2:14][CH2:15][CH:16]([CH:17]([CH3:18])[CH2:19][OH:20])[C:23]4([CH3:29])[CH2:24][CH2:25][CH:26]3[C:27]12[CH3:28]. The reactants are CC(C)O, Cl, C1COCCO1, CCOC(=O)CCC1CCN(C(=O)CN2CCN(c3ccncc3)CC2)CC1. The product is O=C(O)CCC1CCN(C(=O)CN2CCN(c3ccncc3)CC2)CC1. Reaction SMILES: [CH:36]([OH:37])([CH3:38])[CH3:39].[ClH:29].[O:30]1[CH2:31][CH2:32][O:33][CH2:34][CH2:35]1.[n:1]1[cH:2][cH:3][c:4]([N:7]2[CH2:8][CH2:9][N:10]([CH2:13][C:14](=[O:15])[N:16]3[CH2:17][CH2:18][CH:19]([CH2:22][CH2:23][C:24](=[O:25])[O:26][CH2:27][CH3:28])[CH2:20][CH2:21]3)[CH2:11][CH2:12]2)[cH:5][cH:6]1>>[n:1]1[cH:2][cH:3][c:4]([N:7]2[CH2:8][CH2:9][N:10]([CH2:13][C:14](=[O:15])[N:16]3[CH2:17][CH2:18][CH:19]([CH2:22][CH2:23][C:24](=[O:25])[OH:26])[CH2:20][CH2:21]3)[CH2:11][CH2:12]2)[cH:5][cH:6]1. Starting materials: [Cl-].[Na+] (sodium chloride), ClC(=O)OCC(C)C (iso-Butyl chloroformate), CN1CCOCC1 (N-methyl morpholine), COC([C@@H](CC(=O)O)CC(C)C)=O ((R)-2-isobutyl succinic acid 1-methyl ester), C1NCCC2=CC=CC=C12 (1,2,3,4-tetrahydro-isoquinoline), CN1CCOCC1 (N-methylmorpholine). Solvent: ClCCl (dichloromethane), ClCCl (dichloromethane), ClCCl (dichloromethane), ClCCl (dichloromethane). Reaction conditions: temperature -15 celsius, time 15 minute. Yields the product COC(C(CC(C)C)CC(=O)N1CC2=CC=CC=C2CC1)=O (2-[2-(3,4-Dihydro-1H-isoquinolin-2-yl)-2-oxo-ethyl]-4-methyl-pentanoic acid methyl ester). Reaction SMILES: ClC(OCC(C)C)=O.CN1CCOCC1.[CH3:16][O:17][C:18](=[O:28])[C@H:19]([CH2:24][CH:25]([CH3:27])[CH3:26])[CH2:20][C:21]([OH:23])=O.[CH2:29]1[C:38]2[C:33](=[CH:34][CH:35]=[CH:36][CH:37]=2)[CH2:32][CH2:31][NH:30]1.[Cl-].[Na+]>ClCCl>[CH3:16][O:17][C:18](=[O:28])[CH:19]([CH2:20][C:21]([N:30]1[CH2:31][CH2:32][C:33]2[C:38](=[CH:37][CH:36]=[CH:35][CH:34]=2)[CH2:29]1)=[O:23])[CH2:24][CH:25]([CH3:27])[CH3:26] |f:4.5|. Procedure details: iso-Butyl chloroformate (33.64 mg, 0.2463 mmol) in dichloromethane (2 ml) and N-methyl morpholine (49.83 mg, 0.4927 mmol) in dichloromethane (2 ml) were simultaneously added to a stirred solution of (R)-2-isobutyl succinic acid 1-methyl ester (42.15 mg, 0.2239 mmol) in dichloromethane (2 ml) at −15° C. under argon over 5 minutes. The mixture was stirred at −15° C. for 15 minutes. A freshly prepared solution of 1,2,3,4-tetrahydro-isoquinoline (29.83 mg, 0.2239 mmol) in dichloromethane (2 ml) and ...